Dataset: the Open Reaction Database (ORD), a public repository of structured organic reaction records. Task: describe an organic reaction: reactants, conditions, products, and yield Starting materials: BrCC=C1CCCC1, O=C([O-])[O-], CO, [I-], [K+], [K+], [Na+], [Na+], O, O=S([O-])c1ccccc1. The product is O=S(=O)(CC=C1CCCC1)c1ccccc1. Reaction SMILES: [Br:19][CH2:20][CH:21]=[C:22]1[CH2:23][CH2:24][CH2:25][CH2:26]1.[C:11](=[O:12])([O-:13])[O-:14].[CH3:28][OH:29].[I-:18].[K+:15].[K+:16].[Na+:10].[Na+:17].[OH2:27].[c:1]1([S:7](=[O:8])[O-:9])[cH:2][cH:3][cH:4][cH:5][cH:6]1>>[c:1]1([S:7](=[O:8])(=[O:9])[CH2:20][CH:21]=[C:22]2[CH2:23][CH2:24][CH2:25][CH2:26]2)[cH:2][cH:3][cH:4][cH:5][cH:6]1. Starting materials: CS(=O)(=O)C1=CC=C(C=C1)C1=CC(=NN1C1=CC=C(C=C1)[N+](=O)[O-])C#N (5-[4-(methylsulfonyl)phenyl]-1-(4-nitrophenyl)pyrazole-3-carbonitrile), [Cl-].[NH4+] (ammonium chloride). The reagents and catalysts are [Fe] (iron). Run in C(C)O (ethanol), O (water). The product is NC1=CC=C(C=C1)N1N=C(C=C1C1=CC=C(C=C1)S(=O)(=O)C)C#N (1-(4-aminophenyl)-5-[4-(methylsulfonyl)phenyl]pyrazole-3-carbonitrile). Yield: 82.1%. RXN SMILES: [CH3:1][S:2]([C:5]1[CH:10]=[CH:9][C:8]([C:11]2[N:15]([C:16]3[CH:21]=[CH:20][C:19]([N+:22]([O-])=O)=[CH:18][CH:17]=3)[N:14]=[C:13]([C:25]#[N:26])[CH:12]=2)=[CH:7][CH:6]=1)(=[O:4])=[O:3].[Cl-].[NH4+]>C(O)C.O.[Fe]>[NH2:22][C:19]1[CH:20]=[CH:21][C:16]([N:15]2[C:11]([C:8]3[CH:9]=[CH:10][C:5]([S:2]([CH3:1])(=[O:4])=[O:3])=[CH:6][CH:7]=3)=[CH:12][C:13]([C:25]#[N:26])=[N:14]2)=[CH:17][CH:18]=1 |f:1.2|. Procedure details: A mixture of 5-[4-(methylsulfonyl)phenyl]-1-(4-nitrophenyl)pyrazole-3-carbonitrile (1.1 g), iron powder (1.1 g) and ammonium chloride (0.11 g) in ethanol (20 ml) and water (7 ml) was refluxed for 1 hour. The solvent was evaporated, and the residue was filtered, washed with water and dissolved in hot ethyl acetate. The solution was filtered and the filtrate was concentrated. The residue obtained was recrystallized from ethyl acetate to give crystals of 1-(4-aminophenyl)-5-[4-(methylsulfonyl)pheny... Starting materials: NC=1C2=C(N=CN1)N(C=C2C=2C=C1CCN(C1=CC2)C(CC2=CC(=CC=C2)C)=O)C2CN(C2)C(=O)OC(C)(C)C (1,1-dimethylethyl 3-(4-amino-5-{1-[(3-methylphenyl)acetyl]-2,3-dihydro-1H-indol-5-yl}-7H-pyrrolo[2,3-d]pyrimidin-7-yl)-1-azetidinecarboxylate), Cl (HCl), O1CCOCC1 (dioxane). The solvent is CO (MeOH), CN(C)C=O (DMF), CO (MeOH), C(Cl)Cl (DCM), C(Cl)Cl (DCM), C(Cl)Cl (DCM). Conditions: temperature 50 celsius. The product is N1CC(C1)N1C=C(C2=C1N=CN=C2N)C=2C=C1CCN(C1=CC2)C(CC2=CC(=CC=C2)C)=O (7-(3-azetidinyl)-5-{1-[(3-methylphenyl)acetyl]-2,3-dihydro-1H-indol-5-yl}-7H-pyrrolo[2,3-d]pyrimidin-4-amine). Yield: 63.9%. As a reaction SMILES: [NH2:1][C:2]1[C:3]2[C:10]([C:11]3[CH:12]=[C:13]4[C:17](=[CH:18][CH:19]=3)[N:16]([C:20](=[O:29])[CH2:21][C:22]3[CH:27]=[CH:26][CH:25]=[C:24]([CH3:28])[CH:23]=3)[CH2:15][CH2:14]4)=[CH:9][N:8]([CH:30]3[CH2:33][N:32](C(OC(C)(C)C)=O)[CH2:31]3)[C:4]=2[N:5]=[CH:6][N:7]=1.Cl.O1CCOCC1>CN(C=O)C.CO.C(Cl)Cl>[NH:32]1[CH2:31][CH:30]([N:8]2[C:4]3[N:5]=[CH:6][N:7]=[C:2]([NH2:1])[C:3]=3[C:10]([C:11]3[CH:12]=[C:13]4[C:17](=[CH:18][CH:19]=3)[N:16]([C:20](=[O:29])[CH2:21][C:22]3[CH:27]=[CH:26][CH:25]=[C:24]([CH3:28])[CH:23]=3)[CH2:15][CH2:14]4)=[CH:9]2)[CH2:33]1. Procedure: To 1,1-dimethylethyl 3-(4-amino-5-{1-[(3-methylphenyl)acetyl]-2,3-dihydro-1H-indol-5-yl}-7H-pyrrolo[2,3-d]pyrimidin-7-yl)-1-azetidinecarboxylate (198 mg, 0.368 mmol) was added 4N HCl in dioxane (4 mL, 16.00 mmol). The starting material was oiling out of solution and even heating to 50 degrees C. overnight did not effect conversion. The reaction was then concentrated and DCM (4 mL) and TFA (2 ml) was added. The SM dissolved into solution and after 1 hr the reaction was complete. The reaction was ...